Dataset: the Open Reaction Database (ORD), a public repository of structured organic reaction records. Task: describe an organic reaction: reactants, conditions, products, and yield Reactants: C(C)(=O)C1=CC(=NN1CC1=CC(=CC=C1)OC)C(=O)OCC (ethyl 5-acetyl-1-(3-methoxy-benzyl)-1H-pyrazole-3-carboxylate), COC(N(C)C)OC (N,N-dimethylformamide dimethyl acetal). Solvent: C1(=CC=CC=C1)C (toluene). Reaction conditions: temperature 140 celsius, time 18 hour. The product is CN(/C=C/C(=O)C1=CC(=NN1CC1=CC(=CC=C1)OC)C(=O)OCC)C (Ethyl 5-[(2E)-3-(dimethylamino)prop-2-enoyl]-1-(3-methoxybenzyl)-1H-pyrazole-3-carboxylate). As a reaction SMILES: [C:1]([C:4]1[N:8]([CH2:9][C:10]2[CH:15]=[CH:14][CH:13]=[C:12]([O:16][CH3:17])[CH:11]=2)[N:7]=[C:6]([C:18]([O:20][CH2:21][CH3:22])=[O:19])[CH:5]=1)(=[O:3])[CH3:2].CO[CH:25](OC)[N:26]([CH3:28])[CH3:27]>C1(C)C=CC=CC=1>[CH3:25][N:26]([CH3:28])/[CH:27]=[CH:2]/[C:1]([C:4]1[N:8]([CH2:9][C:10]2[CH:15]=[CH:14][CH:13]=[C:12]([O:16][CH3:17])[CH:11]=2)[N:7]=[C:6]([C:18]([O:20][CH2:21][CH3:22])=[O:19])[CH:5]=1)=[O:3]. Procedure details: To a solution of ethyl 5-acetyl-1-(3-methoxy-benzyl)-1H-pyrazole-3-carboxylate (300 mg, 1 mmol) in 2 mL toluene, 240 mg (2 mmol) of N,N-dimethylformamide dimethyl acetal were added. The mixture was stirred for 18 h at 140° C. The volatiles were removed under vacuum to afford the title compound in quantitative yield. The reactants are CCOC(=O)C1CC1c1ccc(OCc2ccccc2)cc1C, CCOC(C)=O. Yields the product CCOC(=O)C1CC1c1ccc(O)cc1C. As a reaction SMILES: [CH2:1]([CH3:2])[O:3][C:4](=[O:5])[CH:6]1[CH:7]([c:9]2[c:10]([CH3:23])[cH:11][c:12]([O:15][CH2:16][c:17]3[cH:18][cH:19][cH:20][cH:21][cH:22]3)[cH:13][cH:14]2)[CH2:8]1.[CH3:24][CH2:25][O:26][C:27]([CH3:28])=[O:29]>>[CH2:1]([CH3:2])[O:3][C:4](=[O:5])[CH:6]1[CH:7]([c:9]2[c:10]([CH3:23])[cH:11][c:12]([OH:15])[cH:13][cH:14]2)[CH2:8]1.